describe an organic reaction: reactants, conditions, products, and yield From a dataset of the Open Reaction Database (ORD), a public repository of structured organic reaction records. Starting materials: C(C)C1(C(=C(C(=C(C1C(=O)C(C(=O)[O-])C(=O)[O-])F)OC(F)F)F)F)CC (diethyl-3-difluoromethoxy-2,4,5trifluorobenzoylmalonate), ( XIV ), O (water), C([O-])(O)=O.[Na+] (sodium bicarbonate), O.C1(=CC=C(C=C1)S(=O)(=O)O)C (p-toluenesulfonic acid monohydrate). Solvent: O1CCOCC1 (dioxane). The product is FC(OC=1C(=C(C(=O)CC(=O)OCC)C=C(C1F)F)F)F (ethyl 3-difluoromethoxy-2,4,5-trifluorobenzoylacetate). As a reaction SMILES: C([C:3]1(CC)[CH:8]([C:9]([CH:11]([C:15]([O-:17])=[O:16])C([O-])=O)=[O:10])[C:7]([F:18])=[C:6]([O:19][CH:20]([F:22])[F:21])[C:5]([F:23])=[C:4]1[F:24])C.O.[C:28]1(C)C=CC(S(O)(=O)=O)=C[CH:29]=1.O.C(=O)(O)[O-].[Na+]>O1CCOCC1>[F:22][CH:20]([F:21])[O:19][C:6]1[C:7]([F:18])=[C:8]([CH:3]=[C:4]([F:24])[C:5]=1[F:23])[C:9]([CH2:11][C:15]([O:17][CH2:28][CH3:29])=[O:16])=[O:10] |f:1.2,4.5|. Procedure details: The whole of the diethyl-3-difluoromethoxy-2,4,5trifluorobenzoylmalonate [(XIV), R1 =--OCHF2, R3' =H, R17 =C2H5, X=X'=F] [prepared as described in step (a) above] was dissolved in 200 ml of dioxane, and then 4.52 g (0.0238 moles) of p-toluenesulfonic acid monohydrate were added to the resulting solution. The mixture was then heated under reflux for 6 hours. At the end of this time, the reaction mixture was concentrated by evaporation under reduced pressure. 100 ml of water and 2.52 g (0.03 moles... Starting materials: B(Br)(Br)Br (boron tribromide), COC1=C(C=CC=C1)S(=O)(=O)N (2-methoxyphenylsulfonamide), CO (methanol). Solvent: C(Cl)Cl (methylene chloride). Reaction conditions: time 1 hour. Yields the product OC1=C(C=CC=C1)S(=O)(=O)N (2-hydroxyphenylsulfonamide). Isolated yield 69.6%. Reaction SMILES: B(Br)(Br)Br.C[O:6][C:7]1[CH:12]=[CH:11][CH:10]=[CH:9][C:8]=1[S:13]([NH2:16])(=[O:15])=[O:14].CO>C(Cl)Cl>[OH:6][C:7]1[CH:12]=[CH:11][CH:10]=[CH:9][C:8]=1[S:13]([NH2:16])(=[O:14])=[O:15]. Procedure details: 22.2 ml of boron tribromide are added dropwise, under nitrogen and at room temperature, over 15 minutes to a suspension of 39 g of 2-methoxyphenylsulfonamide in 210 ml of dry methylene chloride. The reaction mixture is then stirred for 1 hour at room temperature. After the mixture has been cooled to 0° C., 200 ml of methanol are added over 15 minutes and the clear solution is concentrated. The oily residue is taken up in ethyl acetate and the solution is washed twice with water, dried over sodiu...